Dataset: the Open Reaction Database (ORD), a public repository of structured organic reaction records. Task: describe an organic reaction: reactants, conditions, products, and yield The reactants are CS(C)=O, Nc1ncc(-c2nc(N3CCOCC3)c3nc(Cl)n(CC4CC4)c3n2)cn1, NCCN1CCOCC1. The product is Nc1ncc(-c2nc(N3CCOCC3)c3nc(NCCN4CCOCC4)n(CC4CC4)c3n2)cn1. Reaction SMILES: [CH3:37][S:38](=[O:39])[CH3:40].[Cl:10][c:11]1[n:12]([CH2:33][CH:34]2[CH2:35][CH2:36]2)[c:13]2[n:14][c:15](-[c:26]3[cH:27][n:28][c:29]([NH2:32])[n:30][cH:31]3)[n:16][c:17]([N:20]3[CH2:21][CH2:22][O:23][CH2:24][CH2:25]3)[c:18]2[n:19]1.[O:1]1[CH2:2][CH2:3][N:4]([CH2:7][CH2:8][NH2:9])[CH2:5][CH2:6]1>>[O:1]1[CH2:2][CH2:3][N:4]([CH2:7][CH2:8][NH:9][c:11]2[n:12]([CH2:33][CH:34]3[CH2:35][CH2:36]3)[c:13]3[n:14][c:15](-[c:26]4[cH:27][n:28][c:29]([NH2:32])[n:30][cH:31]4)[n:16][c:17]([N:20]4[CH2:21][CH2:22][O:23][CH2:24][CH2:25]4)[c:18]3[n:19]2)[CH2:5][CH2:6]1. Yields the product CS(=O)(=O)Nc1cc(C#N)cc(C(=O)CBr)c1. Reactants: BrBr, CC(=O)c1cc(C#N)cc(NS(C)(=O)=O)c1, CCOCC. Reaction SMILES: [Br:1][Br:2].[C:3]([CH3:4])(=[O:5])[c:6]1[cH:7][c:8]([NH:14][S:15](=[O:16])(=[O:17])[CH3:18])[cH:9][c:10]([C:12]#[N:13])[cH:11]1.[CH3:19][CH2:20][O:21][CH2:22][CH3:23]>>[Br:1][CH2:4][C:3](=[O:5])[c:6]1[cH:7][c:8]([NH:14][S:15](=[O:16])(=[O:17])[CH3:18])[cH:9][c:10]([C:12]#[N:13])[cH:11]1. The reactants are [Br-], Cc1cc(NC(=O)C(F)(F)F)cc(C)c1Br, C1CCOC1, [Li]C, [Li]C(C)CC, ClCCl, [Li+], CN(C)C=O, O. Yields the product Cc1cc(NC(=O)C(F)(F)F)cc(C)c1C=O. As a reaction SMILES: [Br-:19].[Br:1][c:2]1[c:3]([CH3:16])[cH:4][c:5]([NH:9][C:10]([C:11]([F:12])([F:13])[F:14])=[O:15])[cH:6][c:7]1[CH3:8].[CH2:31]1[O:32][CH2:33][CH2:34][CH2:35]1.[CH3:17][Li:18].[CH:21]([Li:22])([CH2:23][CH3:24])[CH3:25].[Cl:36][CH2:37][Cl:38].[Li+:20].[O:26]=[CH:27][N:28]([CH3:29])[CH3:30].[OH2:39]>>[c:2]1([CH:27]=[O:26])[c:3]([CH3:16])[cH:4][c:5]([NH:9][C:10]([C:11]([F:12])([F:13])[F:14])=[O:15])[cH:6][c:7]1[CH3:8]. Starting materials: O=C(O)Cc1ccc(Br)cc1F, CC(C)(C)OC(=O)NC(C)(C)c1cccc(N)c1, CCN=C=NCCCN(C)C, ClC(Cl)Cl, ClCCl, Cl, O, Oc1cccc2[nH]nnc12. Product: CC(C)(C)OC(=O)NC(C)(C)c1cccc(NC(=O)Cc2ccc(Br)cc2F)c1. RXN SMILES: [Br:1][c:2]1[cH:3][c:4]([F:12])[c:5]([CH2:8][C:9](=[O:10])[OH:11])[cH:6][cH:7]1.[C:36]([CH3:37])([CH3:38])([CH3:39])[O:40][C:41]([NH:42][C:43]([CH3:44])([CH3:45])[c:46]1[cH:47][c:48]([NH2:52])[cH:49][cH:50][cH:51]1)=[O:53].[CH3:25][N:26]([CH3:27])[CH2:28][CH2:29][CH2:30][N:31]=[C:32]=[N:33][CH2:34][CH3:35].[CH:54]([Cl:55])([Cl:56])[Cl:57].[Cl:58][CH2:59][Cl:60].[ClH:24].[OH2:13].[OH:14][c:15]1[c:16]2[n:17][n:18][nH:19][c:20]2[cH:21][cH:22][cH:23]1>>[Br:1][c:2]1[cH:3][c:4]([F:12])[c:5]([CH2:8][C:9](=[O:11])[NH:52][c:48]2[cH:47][c:46]([C:43]([NH:42][C:41]([O:40][C:36]([CH3:37])([CH3:38])[CH3:39])=[O:53])([CH3:44])[CH3:45])[cH:51][cH:50][cH:49]2)[cH:6][cH:7]1. The reactants are COC1=CC=C(C=C1)CC(=O)O (2-(4-methoxyphenyl)acetic acid), NC1=C(SC=C1)C(=O)OC (methyl 3-aminothiophene-2-carboxylate). Product: COC1=CC=C(C=C1)CC(=O)NC1=C(SC=C1)C(=O)OC (Methyl 3-(2-(4-methoxyphenyl)acetamido)thiophene-2-carboxylate). RXN SMILES: [CH3:1][O:2][C:3]1[CH:8]=[CH:7][C:6]([CH2:9][C:10]([OH:12])=O)=[CH:5][CH:4]=1.[NH2:13][C:14]1[CH:18]=[CH:17][S:16][C:15]=1[C:19]([O:21][CH3:22])=[O:20]>>[CH3:1][O:2][C:3]1[CH:4]=[CH:5][C:6]([CH2:9][C:10]([NH:13][C:14]2[CH:18]=[CH:17][S:16][C:15]=2[C:19]([O:21][CH3:22])=[O:20])=[O:12])=[CH:7][CH:8]=1. Reported procedure: The title compound was prepared from 2-(4-methoxyphenyl)acetic acid (3.18 g, 19.2 mmol) and methyl 3-aminothiophene-2-carboxylate (3.02 g, 19.2 mmol) according to protocol B. Retention time (min)=2.143, method [1], MS(ESI) 306.1 (M+H). Product: COC(=O)c1ccc(CCC(C=Cc2cc(F)ccc2O)CCc2ccc(C(=O)OC)cc2)cc1. The reactants are [Br-], [Li]CCCC, C1CCOC1, CCCCCC, CCOC(C)=O, COC(=O)c1ccc(CCC(C=O)CCc2ccc(C(=O)OC)cc2)cc1, [Cl-], Oc1ccc(F)cc1C[P+](c1ccccc1)(c1ccccc1)c1ccccc1, [NH4+], O. Reaction SMILES: [Br-:6].[CH2:1]([Li:2])[CH2:3][CH2:4][CH3:5].[CH2:70]1[O:71][CH2:72][CH2:73][CH2:74]1.[CH3:64][CH2:65][CH2:66][CH2:67][CH2:68][CH3:69].[CH3:76][CH2:77][O:78][C:79](=[O:80])[CH3:81].[CH:35](=[O:36])[CH:37]([CH2:38][CH2:39][c:40]1[cH:41][cH:42][c:43]([C:44](=[O:45])[O:46][CH3:47])[cH:48][cH:49]1)[CH2:50][CH2:51][c:52]1[cH:53][cH:54][c:55]([C:56](=[O:57])[O:58][CH3:59])[cH:60][cH:61]1.[Cl-:62].[F:7][c:8]1[cH:9][cH:10][c:11]([OH:34])[c:12]([CH2:13][P+:14]([c:15]2[cH:16][cH:17][cH:18][cH:19][cH:20]2)([c:21]2[cH:22][cH:23][cH:24][cH:25][cH:26]2)[c:27]2[cH:28][cH:29][cH:30][cH:31][cH:32]2)[cH:33]1.[NH4+:63].[OH2:75]>>[F:7][c:8]1[cH:9][cH:10][c:11]([OH:34])[c:12]([CH:13]=[CH:35][CH:37]([CH2:38][CH2:39][c:40]2[cH:41][cH:42][c:43]([C:44](=[O:45])[O:46][CH3:47])[cH:48][cH:49]2)[CH2:50][CH2:51][c:52]2[cH:53][cH:54][c:55]([C:56](=[O:57])[O:58][CH3:59])[cH:60][cH:61]2)[cH:33]1. Reactants: C(=O)(N1C=NC=C1)N1C=NC=C1 (1,1'-carbonyl diimidazole), C(C)N(CC(C)N)CC (1-diethylamino-2-propanamine), C1(=CC=CC=C1)S(=O)(=O)CCNC(C)C (N-[2-(phenylsulfonyl)ethyl]-2-propanamine). The solvent is O1CCCC1 (tetrahydrofuran), O1CCCC1 (tetrahydrofuran). Run at time 1 hour. The product is C(C)N(CC(C)NC(N(CCS(=O)(=O)C1=CC=CC=C1)C(C)C)=O)CC (N'-[2-(Diethylamino)-1-methylethyl]-N-(1-methylethyl)-N-[2-(phenylsulfonyl)ethyl]urea). Yield: 59.5%. As a reaction SMILES: [C:1](N1C=CN=C1)(N1C=CN=C1)=[O:2].[CH2:13]([N:15]([CH2:20][CH3:21])[CH2:16][CH:17]([NH2:19])[CH3:18])[CH3:14].[C:22]1([S:28]([CH2:31][CH2:32][NH:33][CH:34]([CH3:36])[CH3:35])(=[O:30])=[O:29])[CH:27]=[CH:26][CH:25]=[CH:24][CH:23]=1>O1CCCC1>[CH2:13]([N:15]([CH2:20][CH3:21])[CH2:16][CH:17]([NH:19][C:1](=[O:2])[N:33]([CH:34]([CH3:36])[CH3:35])[CH2:32][CH2:31][S:28]([C:22]1[CH:23]=[CH:24][CH:25]=[CH:26][CH:27]=1)(=[O:29])=[O:30])[CH3:18])[CH3:14]. Reported procedure: A mixture of 12.15 g (0.075 mole) of 1,1'-carbonyl diimidazole and 7.50 g (0.0476 mole) of 1-diethylamino-2-propanamine in 400 ml of tetrahydrofuran was stirred at room temperature for 1 hr. A solution of 12.26 g (0.054 mole) of N-[2-(phenylsulfonyl)ethyl]-2-propanamine in 50 ml of tetrahydrofuran was added, and the solution was refluxed for 19 hr. The solvent was removed in vacuo, and the residue was dissolved in a 50/50 mixture of methylene chloride and ether. The organic solution was extracte...